This data is from the Open Reaction Database (ORD), a public repository of structured organic reaction records. The task is: describe an organic reaction: reactants, conditions, products, and yield Reactants: [OH-].[K+] (potassium hydroxide), COC(CC(CCC1=CC=C(C=C1)CC(=O)OC)C)=O (5-(4-carbomethoxymethylphenyl)-3-methylvaleric acid methyl ester). Run in O (water), CO (methanol). Yields the product C(=O)(O)CC1=CC=C(C=C1)CCC(CC(=O)O)C (5-(4-carboxymethylphenyl)-3-methylvaleric acid). As a reaction SMILES: [OH-].[K+].C[O:4][C:5](=[O:22])[CH2:6][CH:7]([CH3:21])[CH2:8][CH2:9][C:10]1[CH:15]=[CH:14][C:13]([CH2:16][C:17]([O:19]C)=[O:18])=[CH:12][CH:11]=1>O.CO>[C:17]([CH2:16][C:13]1[CH:14]=[CH:15][C:10]([CH2:9][CH2:8][CH:7]([CH3:21])[CH2:6][C:5]([OH:22])=[O:4])=[CH:11][CH:12]=1)([OH:19])=[O:18] |f:0.1|. Reported procedure: A solution of 20 g of potassium hydroxide in 40 cc of water is added to a solution of 19.3 g of 5-(4-carbomethoxymethylphenyl)-3-methylvaleric acid methyl ester in 200 cc of methanol and the mixture is heated at reflux for 2 hours. The solution is subsequently concentrated, diluted with water, acidified with 2 N hydrochloric acid and extracted with ether. The crude 5-(4-carboxymethylphenyl)-3-methylvaleric acid obtained after concentrating the ether extract, is recrystallized from ether/hexane. ... Solvent: C(C)(=O)O (acetic acid). Procedure details: To a 5 mL reaction vial equipped with stir bar was added approximately 200 μL of 3-butyl-1-(butyl-4-sulfonyl)imidazolium trifluoromethanesulfonate (1.9 M). Added next via syringe was 1-octanol (60 μL, 0.38 mmol) followed by hexanoic acid (48 μl, 0.38 mmol). The resulting monophase was allowed to stir at room temperature for a period of 7 days at which time the oil was washed with toluene (5×2 mL). Shorter reaction times using higher reaction temperatures also afforded excellent conversion of aci... Product: C(C)(=O)OCCCCCCCC (n-octyl acetate). RXN SMILES: [CH2:1]([OH:9])[CH2:2][CH2:3][CH2:4][CH2:5][CH2:6][CH2:7][CH3:8].[C:10](O)(=[O:16])[CH2:11]CCCC>C(O)(=O)C>[C:10]([O:9][CH2:1][CH2:2][CH2:3][CH2:4][CH2:5][CH2:6][CH2:7][CH3:8])(=[O:16])[CH3:11]. The reactants are 3-butyl-1-(butyl-4-sulfonyl)imidazolium trifluoromethanesulfonate, ester, C(CCCCCCC)O (1-octanol), C(CCCCCCC)O (1-octanol), C(CCCCC)(=O)O (hexanoic acid).